This data is from the Open Reaction Database (ORD), a public repository of structured organic reaction records. The task is: describe an organic reaction: reactants, conditions, products, and yield Reactants: O=C(OC(Cl)(Cl)Cl)Cl (diphosgene), CON=CC1=C(C=C(C(=C1)N)F)Cl (5-amino-2-chloro-4-fluorobenzaldehyde (O-methyl)oxime). Solvent: C1(=CC=CC=C1)C (toluene). Conditions: temperature 110 celsius. The product is CON=CC1=C(C=C(C(=C1)N=C=O)F)Cl (2-Chloro-4-fluoro-5-isocyanatobenzaldehyde (O-methyl)oxime). As a reaction SMILES: [O:1]=[C:2](Cl)OC(Cl)(Cl)Cl.[CH3:9][O:10][N:11]=[CH:12][C:13]1[CH:18]=[C:17]([NH2:19])[C:16]([F:20])=[CH:15][C:14]=1[Cl:21]>C1(C)C=CC=CC=1>[CH3:9][O:10][N:11]=[CH:12][C:13]1[CH:18]=[C:17]([N:19]=[C:2]=[O:1])[C:16]([F:20])=[CH:15][C:14]=1[Cl:21]. Procedure details: 411.3 g of diphosgene (2.08 mol) were added dropwise to a solution of 383 g (1.89 mol) of 5-amino-2-chloro-4-fluorobenzaldehyde (O-methyl)oxime in 2 l of toluene. The temperature was then slowly raised to 110° C. in the course of approximately 6 hours so that the evolution of gas proceeded in a controlled manner. The mixture was subsequently refluxed for a further 5 hours. The reaction mixture was then left to cool and finally concentrated. Yield: 432 g. Starting materials: ClS(=O)(=O)C1=CC=C(C(=O)OC)C=C1 (methyl 4-(chlorosulfonyl)benzoate), N1=CC(=CC2=CC=CC=C12)CN (quinolin-3-ylmethanamine). Product: N1=CC(=CC2=CC=CC=C12)CNS(=O)(=O)C1=CC=C(C(=O)OC)C=C1 (Methyl 4-(N-(quinolin-3-ylmethyl)sulfamoyl)benzoate). As a reaction SMILES: Cl[S:2]([C:5]1[CH:14]=[CH:13][C:8]([C:9]([O:11][CH3:12])=[O:10])=[CH:7][CH:6]=1)(=[O:4])=[O:3].[N:15]1[C:24]2[C:19](=[CH:20][CH:21]=[CH:22][CH:23]=2)[CH:18]=[C:17]([CH2:25][NH2:26])[CH:16]=1>>[N:15]1[C:24]2[C:19](=[CH:20][CH:21]=[CH:22][CH:23]=2)[CH:18]=[C:17]([CH2:25][NH:26][S:2]([C:5]2[CH:14]=[CH:13][C:8]([C:9]([O:11][CH3:12])=[O:10])=[CH:7][CH:6]=2)(=[O:4])=[O:3])[CH:16]=1. Procedure details: The titled compound was prepared according to the procedure described in step-1 of Example 1 from methyl 4-(chlorosulfonyl)benzoate and quinolin-3-ylmethanamine. Reactants: CC(C)(C)NCc1csc(-c2cc3cc(O)ccc3o2)n1, CC(=O)OC(C)=O, CCOC(C)=O. Yields the product CC(=O)N(Cc1csc(-c2cc3cc(O)ccc3o2)n1)C(C)(C)C. Reaction SMILES: [C:1]([CH3:2])([CH3:3])([CH3:4])[NH:5][CH2:6][c:7]1[n:8][c:9](-[c:12]2[o:13][c:14]3[c:15]([cH:16]2)[cH:17][c:18]([OH:21])[cH:19][cH:20]3)[s:10][cH:11]1.[CH3:22][C:23](=[O:24])[O:25][C:26](=[O:27])[CH3:28].[CH3:29][CH2:30][O:31][C:32](=[O:33])[CH3:34]>>[C:1]([CH3:2])([CH3:3])([CH3:4])[N:5]([CH2:6][c:7]1[n:8][c:9](-[c:12]2[o:13][c:14]3[c:15]([cH:16]2)[cH:17][c:18]([OH:21])[cH:19][cH:20]3)[s:10][cH:11]1)[C:23]([CH3:22])=[O:24]. The reactants are CC(C)(C)c1ccc(C(=O)CCCCl)cc1, O=C([O-])O, Cc1ccccc1, [I-], [K+], [K+], OC(c1ccccc1)(c1ccccc1)C1CCNCC1. Product: Cl, CC(C)(C)c1ccc(C(=O)CCCN2CCC(C(O)(c3ccccc3)c3ccccc3)CC2)cc1. As a reaction SMILES: [C:21]([CH3:22])([CH3:23])([CH3:24])[c:25]1[cH:26][cH:27][c:28]([C:31]([CH2:32][CH2:33][CH2:34][Cl:35])=[O:36])[cH:29][cH:30]1.[C:37](=[O:38])([OH:39])[O-:40].[CH3:44][c:45]1[cH:46][cH:47][cH:48][cH:49][cH:50]1.[I-:43].[K+:41].[K+:42].[c:1]1([C:7]([OH:8])([CH:9]2[CH2:10][CH2:11][NH:12][CH2:13][CH2:14]2)[c:15]2[cH:16][cH:17][cH:18][cH:19][cH:20]2)[cH:2][cH:3][cH:4][cH:5][cH:6]1>>[ClH:35].[c:1]1([C:7]([OH:8])([CH:9]2[CH2:10][CH2:11][N:12]([CH2:34][CH2:33][CH2:32][C:31]([c:28]3[cH:27][cH:26][c:25]([C:21]([CH3:22])([CH3:23])[CH3:24])[cH:30][cH:29]3)=[O:36])[CH2:13][CH2:14]2)[c:15]2[cH:16][cH:17][cH:18][cH:19][cH:20]2)[cH:2][cH:3][cH:4][cH:5][cH:6]1. Reactants: FC1(OC=2C(=CC3=C(N=C(N3)S)C2)O1)F (2,2-difluoro-5H-[1,3]-dioxolo[4,5-f]benzimidazole-6-thiol), ClCC1=NC=C(C(=C1C)OC)C (2-chloromethyl-4-methoxy-3,5-dimethylpyridine). Product: FC1(OC=2C(=CC3=C(N=C(N3)SCC3=NC=C(C(=C3C)OC)C)C2)O1)F (2,2-difluoro-6-[(4-methoxy-3,5-dimethyl-2-pyridyl)methylthio]-5H-[1,3]-dioxolo[4,5-f]benzimidazole). The yield is 86.0%. RXN SMILES: [F:1][C:2]1([F:15])[O:14][C:5]2=[CH:6][C:7]3[NH:11][C:10]([SH:12])=[N:9][C:8]=3[CH:13]=[C:4]2[O:3]1.Cl[CH2:17][C:18]1[C:23]([CH3:24])=[C:22]([O:25][CH3:26])[C:21]([CH3:27])=[CH:20][N:19]=1>>[F:15][C:2]1([F:1])[O:14][C:5]2=[CH:6][C:7]3[NH:11][C:10]([S:12][CH2:17][C:18]4[C:23]([CH3:24])=[C:22]([O:25][CH3:26])[C:21]([CH3:27])=[CH:20][N:19]=4)=[N:9][C:8]=3[CH:13]=[C:4]2[O:3]1. Procedure: Analogous reaction of 2,2-difluoro-5H-[1,3]-dioxolo[4,5-f]benzimidazole-6-thiol with 2-chloromethyl-4-methoxy-3,5-dimethylpyridine gives 2,2-difluoro-6-[(4-methoxy-3,5-dimethyl-2-pyridyl)methylthio]-5H-[1,3]-dioxolo[4,5-f]benzimidazole, of m.p. 148°-149° C. (from acetonitrile), in 86% yield. Conditions: time 1.5 hour. Starting materials: BrC1=NC=CC=C1 (2-bromopyridine), [Li]CCCC (n-BuLi), C1CCOC1 (THF), C(=O)(OC(C)(C)C)N1CCC(CC1)C#N (1-N-Boc-4-cyanopiperidine), C1CCOC1 (THF). Yield: 18.0%. The product is N1=CC=C(C=C1)C(=O)C1N(CCCC1)C(=O)OC(C)(C)C (tert-butyl 4-picolinoylpiperidine-1-carboxylate). RXN SMILES: Br[C:2]1[CH:7]=[CH:6][CH:5]=[CH:4][N:3]=1.[Li]CCCC.[C:13]([N:20]1[CH2:25][CH2:24][CH:23](C#N)[CH2:22][CH2:21]1)([O:15][C:16]([CH3:19])([CH3:18])[CH3:17])=[O:14].C1C[O:31][CH2:30]C1>O>[N:3]1[CH:4]=[CH:5][C:6]([C:30]([CH:25]2[CH2:24][CH2:23][CH2:22][CH2:21][N:20]2[C:13]([O:15][C:16]([CH3:17])([CH3:18])[CH3:19])=[O:14])=[O:31])=[CH:7][CH:2]=1. Reported procedure: To a solution of 2-bromopyridine (3.60 g, 22.5 mmol) in THF (100 mL) at −78° C. was added n-BuLi (1.6 M in hexanes, 20.0 mL, 22.5 mmol) and stirred for 1.5 h. Added a solution of 1-N-Boc-4-cyanopiperidine (4.60 g, 21.9 mmol) in THF (50 mL) and stirred for 18 h whilst warming to room temperature. The reaction was diluted with water (400 mL) and extracted with EtOAc (2×400 mL). The combined organic extracts were dried over MgSO4, concentrated under vacuum and purified by column chromatography usin... Solvent: O (water). Reactants: BrCC[C@@H]1CC[C@H](CC1)C1=CC=C(C=C1)C1=CC=C(C=C1)Cl (4-(trans-4-(2-bromoethyl)cyclohexyl)-4'-chlorobiphenyl), [Mg] (magnesium), BrC1CC[SiH](CC1)CCC (1-bromo-4-n-propyl-4-silacyclohexane), P(=O)(OCC)(OCC)OCC (triethyl phosphate). Reagents/catalysts: [Cu]I (copper (I) iodide). The solvent is C1CCOC1 (THF), C1CCOC1 (THF). The product is C(CC)[Si@@H]1CC[C@H](CC1)CC[C@@H]1CC[C@H](CC1)C1=CC=C(C=C1)C1=CC=C(C=C1)Cl (4-(trans-4-(2-(trans-4-n-propyl-4-silacyclohexyl)ethyl)cyclohexyl)-4'-chlorobiphenyl). Isolated yield 22.8%. RXN SMILES: Br[CH2:2][CH2:3][C@H:4]1[CH2:9][CH2:8][C@H:7]([C:10]2[CH:15]=[CH:14][C:13]([C:16]3[CH:21]=[CH:20][C:19]([Cl:22])=[CH:18][CH:17]=3)=[CH:12][CH:11]=2)[CH2:6][CH2:5]1.[Mg].P(OCC)(OCC)(OCC)=O.Br[CH:36]1[CH2:41][CH2:40][SiH:39]([CH2:42][CH2:43][CH3:44])[CH2:38][CH2:37]1>[Cu]I.C1COCC1>[CH2:42]([Si@H:39]1[CH2:40][CH2:41][C@H:36]([CH2:2][CH2:3][C@H:4]2[CH2:9][CH2:8][C@H:7]([C:10]3[CH:15]=[CH:14][C:13]([C:16]4[CH:21]=[CH:20][C:19]([Cl:22])=[CH:18][CH:17]=4)=[CH:12][CH:11]=3)[CH2:6][CH2:5]2)[CH2:37][CH2:38]1)[CH2:43][CH3:44]. Procedure: 37.8 g (0.1 mol) of 4-(trans-4-(2-bromoethyl)cyclohexyl)-4'-chlorobiphenyl was dripped into a mixture of 2.5 g (0.11 mol) of magnesium and 300 ml of THF to obtain a Grignard's reagent. This solution was then dripped into a 500 ml THF solution of 0.5 g of triethyl phosphate, 0.1 g of copper (I) iodide and 22.1 g (0.1 mol) of 1-bromo-4-n-propyl-4-silacyclohexane. After a conventional after treatment, 4-(trans-4-(2-(trans-4-n-propyl-4-silacyclohexyl)ethyl)cyclohexyl)-4'-chlorobiphenyl was obtained.... Reaction SMILES: [C:1](#[N:2])[c:3]1[cH:4][c:5]([S:12](=[O:13])(=[O:14])[Cl:15])[cH:6][c:7]([N+:9](=[O:10])[O-:11])[cH:8]1.[CH3:16][NH2:17].[Cl:18][CH2:19][Cl:20]>>[C:1](#[N:2])[c:3]1[cH:4][c:5]([S:12](=[O:13])(=[O:14])[NH:17][CH3:16])[cH:6][c:7]([N+:9](=[O:10])[O-:11])[cH:8]1. The reactants are N#Cc1cc([N+](=O)[O-])cc(S(=O)(=O)Cl)c1, CN, ClCCl. Yields the product CNS(=O)(=O)c1cc(C#N)cc([N+](=O)[O-])c1. Reactants: ice, FC1=CC=C(C=C1)C(CC(=O)O)=O (3-(4-fluorophenyl)-3-oxoproprionic acid), C([O-])(O)=O.[Na+] (sodium bicarbonate), ester, ON1N=NC2=C1C=CC=C2 (1-hydroxybenzotriazole), CC=1N(C2=C(C=NC=C2)N1)CCCCN (4-(2-methylimidazo[4,5-c]pyrid-1-yl)butylamine), Cl.CN(CCCN=C=NCC)C (1-(3-dimethylaminopropyl)-3-ethylcarbodiimide hydrochloride). Solvent: C(Cl)Cl (methylene chloride). Run at time 1 hour. The product is CC=1N(C2=C(C=NC=C2)N1)CCCCNC(CC(=O)C1=CC=C(C=C1)F)=O (N-[4-(2-Methylimidazo[4,5-c]pyrid-1-yl)butyl]-3-(4-fluorophenyl)-3-oxopropionamide). Yield: 64.0%. Reaction SMILES: [F:1][C:2]1[CH:7]=[CH:6][C:5]([C:8](=[O:13])[CH2:9][C:10]([OH:12])=O)=[CH:4][CH:3]=1.ON1C2C=CC=CC=2N=N1.[CH3:24][C:25]1[N:26]([CH2:34][CH2:35][CH2:36][CH2:37][NH2:38])[C:27]2[CH:32]=[CH:31][N:30]=[CH:29][C:28]=2[N:33]=1.Cl.CN(C)CCCN=C=NCC.C(=O)(O)[O-].[Na+]>C(Cl)Cl>[CH3:24][C:25]1[N:26]([CH2:34][CH2:35][CH2:36][CH2:37][NH:38][C:10](=[O:12])[CH2:9][C:8]([C:5]2[CH:4]=[CH:3][C:2]([F:1])=[CH:7][CH:6]=2)=[O:13])[C:27]2[CH:32]=[CH:31][N:30]=[CH:29][C:28]=2[N:33]=1 |f:3.4,5.6|. Procedure details: To an ice cold mixture of 3-(4-fluorophenyl)-3-oxoproprionic acid (prepared by standard saponification of the commercially available ester) (0.69 g), 1-hydroxybenzotriazole (0.56 g), and 4-(2-methylimidazo[4,5-c]pyrid-1-yl)butylamine (see Preparation 24) (0.71 g) in methylene chloride (20 cm3) was added 1-(3-dimethylaminopropyl)-3-ethylcarbodiimide hydrochloride (0.8 g) over 5 minutes. The mixture was stirred at 0° for 1 hour and then at room temperature for 30 minutes, poured into 5% sodium bic...